The task is: describe an organic reaction: reactants, conditions, products, and yield. This data is from the Open Reaction Database (ORD), a public repository of structured organic reaction records. The reactants are S1C(=NC=C1)N (1,3-thiazol-2-amine), IC1=C(C=C(C=C1)C=1N=NN(C1)C1C(N(C2=C(CC1)C=CC=C2)CC(F)(F)F)=O)OC (3-[4-(4-iodo-3-methoxyphenyl)-1H-1,2,3-triazol-1-yl]-1-(2,2,2-trifluoroethyl)-1,3,4,5-tetrahydro-2H-1-benzazepin-2-one), CC(C)([O-])C.[K+] (potassium tert-butoxide), C1CCOC1 (THF), C=1C=CC(=CC1)P(C=2C=CC=CC2)C3=CC=C4C=CC=CC4=C3C5=C6C=CC=CC6=CC=C5P(C=7C=CC=CC7)C=8C=CC=CC8 (BINAP). Reagents/catalysts: C(C)(=O)[O-].[Pd+2].C(C)(=O)[O-] (palladium acetate). Solvent: CN(C)C=O (DMF). Product: COC=1C=C(C=CC1NC=1SC=CN1)C=1N=NN(C1)C1C(N(C2=C(CC1)C=CC=C2)CC(F)(F)F)=O (3-{4-[3-methoxy-4-(1,3-thiazol-2-ylamino)phenyl]-1H-1,2,3-triazol-1-yl}-1-(2,2,2-trifluoroethyl)-1,3,4,5-tetrahydro-2H-1-benzazepin-2-one). RXN SMILES: [S:1]1[CH:5]=[CH:4][N:3]=[C:2]1[NH2:6].I[C:8]1[CH:13]=[CH:12][C:11]([C:14]2[N:15]=[N:16][N:17]([CH:19]3[CH2:25][CH2:24][C:23]4[CH:26]=[CH:27][CH:28]=[CH:29][C:22]=4[N:21]([CH2:30][C:31]([F:34])([F:33])[F:32])[C:20]3=[O:35])[CH:18]=2)=[CH:10][C:9]=1[O:36][CH3:37].CC(C)([O-])C.[K+].C1COCC1.C1C=CC(P(C2C(C3C(P(C4C=CC=CC=4)C4C=CC=CC=4)=CC=C4C=3C=CC=C4)=C3C(C=CC=C3)=CC=2)C2C=CC=CC=2)=CC=1>CN(C=O)C.C([O-])(=O)C.[Pd+2].C([O-])(=O)C>[CH3:37][O:36][C:9]1[CH:10]=[C:11]([C:14]2[N:15]=[N:16][N:17]([CH:19]3[CH2:25][CH2:24][C:23]4[CH:26]=[CH:27][CH:28]=[CH:29][C:22]=4[N:21]([CH2:30][C:31]([F:34])([F:33])[F:32])[C:20]3=[O:35])[CH:18]=2)[CH:12]=[CH:13][C:8]=1[NH:6][C:2]1[S:1][CH:5]=[CH:4][N:3]=1 |f:2.3,7.8.9|. Procedure: A suspension of 1,3-thiazol-2-amine (5.54 mg, 0.055 mmol 3-[4-(4-iodo-3-methoxyphenyl)-1H-1,2,3-triazol-1-yl]-1-(2,2,2-trifluoroethyl)-1,3,4,5-tetrahydro-2H-1-benzazepin-2-one (20 mg, 0.037 mmol), potassium tert-butoxide 1M in THF (36.9 μL, 0.037 mmol), BINAP (4.59 mg, 0.008 mmol), and palladium acetate (1.66 mg, 0.008 mmol) were combined in a μwave vial and dissolved in DMF (738 μl). The reaction was microwaved at 180° C. for 5 minutes. The reaction mixture was filtered, and the solvent was rem... Starting materials: CCOC(=O)CCN(C(=O)Cc1ccc(Cl)c(Cl)c1)C(CN1CCCC1)c1ccccc1, [H-], [Na+]. Yields the product O=C1CCN(C(CN2CCCC2)c2ccccc2)C(=O)C1c1ccc(Cl)c(Cl)c1. RXN SMILES: [Cl:1][c:2]1[cH:3][c:4]([CH2:9][C:10](=[O:11])[N:12]([CH2:13][CH2:14][C:15]([O:17][CH2:16][CH3:18])=[O:19])[CH:20]([CH2:21][N:22]2[CH2:23][CH2:24][CH2:25][CH2:26]2)[c:27]2[cH:28][cH:29][cH:30][cH:31][cH:32]2)[cH:5][cH:6][c:7]1[Cl:8].[H-:33].[Na+:34]>>[Cl:1][c:2]1[cH:3][c:4]([CH:9]2[C:10](=[O:11])[N:12]([CH:20]([CH2:21][N:22]3[CH2:23][CH2:24][CH2:25][CH2:26]3)[c:27]3[cH:28][cH:29][cH:30][cH:31][cH:32]3)[CH2:13][CH2:14][C:15]2=[O:17])[cH:5][cH:6][c:7]1[Cl:8]. Reactants: OC1=CC=C(C=C1)CCC(=O)OC (methyl 3-(4-hydroxyphenyl)propanoate), [H-].[Na+] (sodium hydride), O (water), [N+](=O)([O-])C=1C=C(CBr)C=CC1 (3-Nitrobenzylbromide). Reagents/catalysts: [Pt](=O)=O (platinum dioxide). Solvent: CN(C=O)C (N,N-dimethylformamide), C(C)O (ethanol), O1CCCC1 (tetrahydrofuran). Reaction conditions: time 1 hour. The product is NC=1C=C(COC2=CC=C(C=C2)CCC(=O)OC)C=CC1 (methyl 3-{4-[(3-aminobenzyl)oxy]phenyl}-propanoate). Yield: 95.7%. Reaction SMILES: [OH:1][C:2]1[CH:7]=[CH:6][C:5]([CH2:8][CH2:9][C:10]([O:12][CH3:13])=[O:11])=[CH:4][CH:3]=1.[H-].[Na+].[N+:16]([C:19]1[CH:20]=[C:21]([CH:24]=[CH:25][CH:26]=1)[CH2:22]Br)([O-])=O.O>CN(C)C=O.[Pt](=O)=O.C(O)C.O1CCCC1>[NH2:16][C:19]1[CH:20]=[C:21]([CH:24]=[CH:25][CH:26]=1)[CH2:22][O:1][C:2]1[CH:3]=[CH:4][C:5]([CH2:8][CH2:9][C:10]([O:12][CH3:13])=[O:11])=[CH:6][CH:7]=1 |f:1.2|. Procedure: To a solution of methyl 3-(4-hydroxyphenyl)propanoate (5.10 g, 28.3 mmol) in N,N-dimethylformamide (40 mL) was added sodium hydride (in oil, 1.20 g, 30 mmol) at 0° C. and the mixture was stirred at the same temperature for 1 hr. 3-Nitrobenzylbromide (6.72 g, 31.1 mmol) was added and the mixture was stirred at room temperature for 1 hr. The reaction mixture was poured into water and extracted with ethyl acetate. The ethyl acetate layer was washed with water, dried over anhydrous magnesium sulfate... Starting materials: BrCCCC=C (5-bromopentene), O (water), [H-].[Na+] (Sodium hydride), COCCCCCCCO (7-MethoxY-1-heptanol). Solvent: O1CCCC1 (tetrahydrofuran), O1CCCC1 (tetrahydrofuran). Conditions: time 20 hour. The product is crude residue, COCCCCCCCOCCCC=C (1-Methoxy-7-(4-pentenyloxy)heptane). The yield is 16.2%. As a reaction SMILES: [H-].[Na+].[CH3:3][O:4][CH2:5][CH2:6][CH2:7][CH2:8][CH2:9][CH2:10][CH2:11][OH:12].Br[CH2:14][CH2:15][CH2:16][CH:17]=[CH2:18].O>O1CCCC1>[CH3:3][O:4][CH2:5][CH2:6][CH2:7][CH2:8][CH2:9][CH2:10][CH2:11][O:12][CH2:18][CH2:17][CH2:16][CH:15]=[CH2:14] |f:0.1|. Procedure details: Sodium hydride (665 mg, 17 mmol, washed three times with hexane) was treated with the title product of Example 3 (2.0 g, 14 mmol) in 90 mL of tetrahydrofuran at reflux for one hour. A solution of 5-bromopentene (2.0 g, 14 mmol) in 50 mL of tetrahydrofuran was added dropwise and refluxing continued for 20 hours. After cooling to room temperature, 50 mL of water was added, the layers separated and the aqueous phase was extracted with two portions of ethyl acetate. The combined organic extracts wer... The reactants are C1CCNCC1, CCO, Cc1[nH]c(C=O)c(C)c1CC(=O)O, O=C1Cc2c(ncnc2Nc2ccc(F)c(Cl)c2)N1. Product: Cc1[nH]c(C=C2C(=O)Nc3ncnc(Nc4ccc(F)c(Cl)c4)c32)c(C)c1CC(=O)O. RXN SMILES: [CH2:33]1[CH2:34][CH2:35][NH:36][CH2:37][CH2:38]1.[CH3:39][CH2:40][OH:41].[CH:20](=[O:21])[c:22]1[c:23]([CH3:32])[c:24]([CH2:28][C:29](=[O:30])[OH:31])[c:25]([CH3:27])[nH:26]1.[Cl:1][c:2]1[cH:3][c:4]([NH:9][c:10]2[c:11]3[c:12]([n:13][cH:14][n:15]2)[NH:16][C:17](=[O:19])[CH2:18]3)[cH:5][cH:6][c:7]1[F:8]>>[Cl:1][c:2]1[cH:3][c:4]([NH:9][c:10]2[c:11]3[c:12]([n:13][cH:14][n:15]2)[NH:16][C:17](=[O:19])[C:18]3=[CH:20][c:22]2[c:23]([CH3:32])[c:24]([CH2:28][C:29](=[O:30])[OH:31])[c:25]([CH3:27])[nH:26]2)[cH:5][cH:6][c:7]1[F:8]. The reactants are ClC=1C=C2C(=CC(=NC2=CC1)NCC1=C(C=CC=C1)OC)C=1C=NC=CC1 ((6-Chloro-4-pyridin-3-yl-quinolin-2-yl)-(2-methoxy-benzyl)-amine), N1=CC(=CC=C1)CN (3-Picolylamine), sodium tert.-butylate, 2-dicyclohexyl-phosphino-2′,4′,6′-triisopropylbiphenyl. The reagents and catalysts are C(C)(=O)[O-].[Pd+2].C(C)(=O)[O-] (palladium acetate). The solvent is C1(=CC=CC=C1)C (toluene), C(C)(C)(C)O (tert. butanol). Run at temperature 130 celsius, time 16 hour. Yields the product COC1=C(CNC2=NC3=CC=C(C=C3C(=C2)C=2C=NC=CC2)NCC=2C=NC=CC2)C=CC=C1 (N2-(2-Methoxy-benzyl)-4-pyridin-3-yl-N6-pyridin-3-ylmethyl-quinoline-2,6-diamine), foam. The yield is 47.0%. Reaction SMILES: Cl[C:2]1[CH:3]=[C:4]2[C:9](=[CH:10][CH:11]=1)[N:8]=[C:7]([NH:12][CH2:13][C:14]1[CH:19]=[CH:18][CH:17]=[CH:16][C:15]=1[O:20][CH3:21])[CH:6]=[C:5]2[C:22]1[CH:23]=[N:24][CH:25]=[CH:26][CH:27]=1.[N:28]1[CH:33]=[CH:32][CH:31]=[C:30]([CH2:34][NH2:35])[CH:29]=1>C1(C)C=CC=CC=1.C(O)(C)(C)C.C([O-])(=O)C.[Pd+2].C([O-])(=O)C>[CH3:21][O:20][C:15]1[CH:16]=[CH:17][CH:18]=[CH:19][C:14]=1[CH2:13][NH:12][C:7]1[CH:6]=[C:5]([C:22]2[CH:23]=[N:24][CH:25]=[CH:26][CH:27]=2)[C:4]2[C:9](=[CH:10][CH:11]=[C:2]([NH:35][CH2:34][C:30]3[CH:29]=[N:28][CH:33]=[CH:32][CH:31]=3)[CH:3]=2)[N:8]=1 |f:4.5.6|. Procedure: (6-Chloro-4-pyridin-3-yl-quinolin-2-yl)-(2-methoxy-benzyl)-amine (185 mg, 0.492 mmol) was dissolved in 5 mL toluene and 1 mL tert. butanol. Argon was bubbled through the solution for 2 minutes to remove oxygen. 3-Picolylamine (160 mg, 1.48 mmol), sodium tert.-butylate (95 mg, 0.99 mmol), palladium acetate (6 mg, 0.027 mmol) and 2-dicyclohexyl-phosphino-2′,4′,6′-triisopropylbiphenyl (X-Phos, 23 mg, 0.05 mmol) were added. The reaction mixture was stirred in a sealed tube at 130° C. for 16 h. The s... Starting materials: FC(C(CNC(OCC1=CC=CC=C1)=O)NC(OC(C)(C)C)=O)(F)F (benzyl tert-butyl (3,3,3-trifluoropropane-1,2-diyl)biscarbamate). Reagents/catalysts: [Pd] (palladium on carbon). Run in CO (methanol). Reaction conditions: time 16 hour. Yields the product NCC(C(F)(F)F)NC(OC(C)(C)C)=O (tert-butyl (3-amino-1,1,1-trifluoropropan-2-yl)carbamate). RXN SMILES: [F:1][C:2]([F:25])([F:24])[CH:3]([NH:16][C:17](=[O:23])[O:18][C:19]([CH3:22])([CH3:21])[CH3:20])[CH2:4][NH:5]C(=O)OCC1C=CC=CC=1>[Pd].CO>[NH2:5][CH2:4][CH:3]([NH:16][C:17](=[O:23])[O:18][C:19]([CH3:21])([CH3:20])[CH3:22])[C:2]([F:25])([F:1])[F:24]. Procedure details: A mixture of benzyl tert-butyl (3,3,3-trifluoropropane-1,2-diyl)biscarbamate (160 g, 442 mmol) and palladium on carbon (10% w/w, 12 g) in methanol (1500 mL) was stirred at room temperature under a hydrogen atmosphere. After 16 hours, the reaction mixture was filtered. The filtrate was concentrated under reduced pressure, washed with hexane (500 mL), and dried in an oven under reduced pressure to afford tert-butyl (3-amino-1,1,1-trifluoropropan-2-yl)carbamate. MS ESI calc'd. for C8H16F3N2O2 [M+H]... Starting materials: CCC(C)c1cc(Cc2ccccc2)cc(C(C)CC)c1N, [Ca+2], ClCCl, S=C(Cl)Cl, CC(Cl)Cl, O=C([O-])[O-], O. Yields the product CCC(C)c1cc(Cc2ccccc2)cc(C(C)CC)c1N=C=S. Reaction SMILES: [CH:13]([CH3:14])([CH2:15][CH3:16])[c:17]1[c:18]([NH2:19])[c:20]([CH:31]([CH3:32])[CH2:33][CH3:34])[cH:21][c:22]([CH2:24][c:25]2[cH:26][cH:27][cH:28][cH:29][cH:30]2)[cH:23]1.[Ca+2:5].[Cl:10][CH2:11][Cl:12].[Cl:1][C:2]([Cl:3])=[S:4].[Cl:35][CH:36]([Cl:37])[CH3:38].[O-:6][C:7](=[O:8])[O-:9].[OH2:39]>>[C:2](=[S:4])=[N:19][c:18]1[c:17]([CH:13]([CH3:14])[CH2:15][CH3:16])[cH:23][c:22]([CH2:24][c:25]2[cH:26][cH:27][cH:28][cH:29][cH:30]2)[cH:21][c:20]1[CH:31]([CH3:32])[CH2:33][CH3:34].